Task: describe an organic reaction: reactants, conditions, products, and yield. Dataset: the Open Reaction Database (ORD), a public repository of structured organic reaction records Starting materials: CC(=O)O[BH-](OC(C)=O)OC(C)=O, O=C([O-])O, CC#N, O=Cc1ccc(OC(F)(F)F)cc1, [Na+], [Na+], OC1CCNCC1. Yields the product OC1CCN(Cc2ccc(OC(F)(F)F)cc2)CC1. As a reaction SMILES: [C:1]([O:2][BH-:3]([O:4][C:5](=[O:6])[CH3:7])[O:8][C:9](=[O:10])[CH3:11])(=[O:12])[CH3:13].[C:35](=[O:36])([OH:37])[O-:38].[CH3:40][C:41]#[N:42].[F:15][C:16]([O:17][c:18]1[cH:19][cH:20][c:21]([CH:22]=[O:23])[cH:24][cH:25]1)([F:26])[F:27].[Na+:14].[Na+:39].[OH:28][CH:29]1[CH2:30][CH2:31][NH:32][CH2:33][CH2:34]1>>[F:15][C:16]([O:17][c:18]1[cH:19][cH:20][c:21]([CH2:22][N:32]2[CH2:31][CH2:30][CH:29]([OH:28])[CH2:34][CH2:33]2)[cH:24][cH:25]1)([F:26])[F:27].